Task: describe an organic reaction: reactants, conditions, products, and yield. Dataset: the Open Reaction Database (ORD), a public repository of structured organic reaction records Reactants: N([C@@H](CCCNC(NS(=O)(=O)C1=CC=C(C)C=C1)=N)C(=O)N[C@@H](CO)C(=O)N[C@@H](CO)C(=O)O)C(=O)OCC1=CC=CC=C1 (Z-Arg(Tos)-Ser-Ser-OH), C(C)(=O)O (acetic acid). Reagents/catalysts: [Pd] (palladium). Solvent: CO (methanol). The product is N[C@@H](CCCNC(NS(=O)(=O)C1=CC=C(C)C=C1)=N)C(=O)N[C@@H](CO)C(=O)N[C@@H](CO)C(=O)O (H-Arg(Tos)-Ser-Ser-OH). RXN SMILES: [NH:1](C(OCC1C=CC=CC=1)=O)[C@H:2]([C:20]([NH:22][C@H:23]([C:26]([NH:28][C@H:29]([C:32]([OH:34])=[O:33])[CH2:30][OH:31])=[O:27])[CH2:24][OH:25])=[O:21])[CH2:3][CH2:4][CH2:5][NH:6][C:7](=[NH:19])[NH:8][S:9]([C:12]1[CH:18]=[CH:17][C:15]([CH3:16])=[CH:14][CH:13]=1)(=[O:11])=[O:10].C(O)(=O)C>CO.[Pd]>[NH2:1][C@H:2]([C:20]([NH:22][C@H:23]([C:26]([NH:28][C@H:29]([C:32]([OH:34])=[O:33])[CH2:30][OH:31])=[O:27])[CH2:24][OH:25])=[O:21])[CH2:3][CH2:4][CH2:5][NH:6][C:7](=[NH:19])[NH:8][S:9]([C:12]1[CH:13]=[CH:14][C:15]([CH3:16])=[CH:17][CH:18]=1)(=[O:10])=[O:11]. Procedure details: 1.35 Grams of Z-Arg(Tos)-Ser-Ser-OH was dissolved in 50 ml of methanol and 10 ml of 10%-acetic acid, and the solution was subjected to catalytical reduction in the presence of 500 mg of palladium at 20° C. under an atmospheric pressure to obtain H-Arg(Tos)-Ser-Ser-OH. Reactants: COC(C(CC1=CC=C(C=C1)OCCOCC1=CC=CC=C1)C1=CC=C(C=C1)C(C)(C)C)=O (3-[4-(2-Benzyloxyethoxy)-phenyl]-2-(4-tert-butylphenyl)-propionic acid methyl ester), [OH-].[Li+] (lithium hydroxide). Run in C1CCOC1.CO.O (THF MeOH H2O). Reaction conditions: time 5 hour. Yields the product C(C1=CC=CC=C1)OCCOC1=CC=C(C=C1)CC(C(=O)O)C1=CC=C(C=C1)C(C)(C)C (3-[4-(2-Benzyloxyethoxy)-phenyl]-2-(4-tert-butylphenyl)-propionic acid). Reaction SMILES: C[O:2][C:3](=[O:33])[CH:4]([C:23]1[CH:28]=[CH:27][C:26]([C:29]([CH3:32])([CH3:31])[CH3:30])=[CH:25][CH:24]=1)[CH2:5][C:6]1[CH:11]=[CH:10][C:9]([O:12][CH2:13][CH2:14][O:15][CH2:16][C:17]2[CH:22]=[CH:21][CH:20]=[CH:19][CH:18]=2)=[CH:8][CH:7]=1.[OH-].[Li+]>C1COCC1.CO.O>[CH2:16]([O:15][CH2:14][CH2:13][O:12][C:9]1[CH:10]=[CH:11][C:6]([CH2:5][CH:4]([C:23]2[CH:24]=[CH:25][C:26]([C:29]([CH3:32])([CH3:31])[CH3:30])=[CH:27][CH:28]=2)[C:3]([OH:33])=[O:2])=[CH:7][CH:8]=1)[C:17]1[CH:18]=[CH:19][CH:20]=[CH:21][CH:22]=1 |f:1.2,3.4.5|. Procedure details: To the crude 3-[4-(2-Benzyloxyethoxy)-phenyl]-2-(4-tert-butylphenyl)-propionic acid methyl ester from step d dissolved in 20 mL of THF/MeOH/H2O (3:1:1) was added lithium hydroxide (270 mg, 6.5 mmol) After stirring for 5 hrs at rt, the organic solvents were removed under vacuum and the reaction residue diluted further with water (25 mL). The aqueous mixture was extracted with diethyl ether, made acidic with 1 N HCl and extracted again with ethyl acetate. The ethyl acetate portion was then dried o... Reactants: Cc1oc(-c2ccccc2)nc1CCOc1ccc(C=CC=CC=O)cc1, O=C1COC(=O)N1. Yields the product Cc1oc(-c2ccccc2)nc1CCOc1ccc(C=CC=CC=C2OC(=O)NC2=O)cc1. RXN SMILES: [CH3:1][c:2]1[c:3]([CH2:13][CH2:14][O:15][c:16]2[cH:17][cH:18][c:19]([CH:22]=[CH:23][CH:24]=[CH:25][CH:26]=[O:27])[cH:20][cH:21]2)[n:4][c:5](-[c:7]2[cH:8][cH:9][cH:10][cH:11][cH:12]2)[o:6]1.[O:28]1[C:29](=[O:34])[NH:30][C:31](=[O:33])[CH2:32]1>>[CH3:1][c:2]1[c:3]([CH2:13][CH2:14][O:15][c:16]2[cH:17][cH:18][c:19]([CH:22]=[CH:23][CH:24]=[CH:25][CH:26]=[C:32]3[O:28][C:29](=[O:34])[NH:30][C:31]3=[O:33])[cH:20][cH:21]2)[n:4][c:5](-[c:7]2[cH:8][cH:9][cH:10][cH:11][cH:12]2)[o:6]1. Starting materials: ICC1=C(C(=O)OC)C=CC=C1 (Methyl 2-(iodomethyl)benzoate), CN1C(N(CCC1)C)=O (1,3-dimethyl-3,4,5,6-tetrahydro-2(1H)-pyrimidinone), ClC1=CC=C2C=CC(=NC2=C1)C=CC=1C=C(C=CC1)C(C)=O (1-(3-(2-(7-chloro-2-quinolinyl)ethenyl)phenyl)ethanone), ketone, C(C)(C)[N-]C(C)C.[Li+] (lithium diisopropylamide). Run in C1CCOC1 (THF). Run at temperature -60 celsius. The product is ClC1=CC=C2C=CC(=NC2=C1)C=CC=1C=C(C=CC1)C(CCC1=C(C(=O)OC)C=CC=C1)=O (Methyl 2-(3-(3-(2-(7-chloro-2-quinolinyl)ethenyl)phenyl)-3-oxopropyl)benzoate). The yield is 53.8%. Reaction SMILES: [Cl:1][C:2]1[CH:11]=[C:10]2[C:5]([CH:6]=[CH:7][C:8]([CH:12]=[CH:13][C:14]3[CH:15]=[C:16]([C:20](=[O:22])[CH3:21])[CH:17]=[CH:18][CH:19]=3)=[N:9]2)=[CH:4][CH:3]=1.I[CH2:24][C:25]1[CH:34]=[CH:33][CH:32]=[CH:31][C:26]=1[C:27]([O:29][CH3:30])=[O:28].CN1CCCN(C)C1=O.C([N-]C(C)C)(C)C.[Li+]>C1COCC1>[Cl:1][C:2]1[CH:11]=[C:10]2[C:5]([CH:6]=[CH:7][C:8]([CH:12]=[CH:13][C:14]3[CH:15]=[C:16]([C:20](=[O:22])[CH2:21][CH2:24][C:25]4[CH:34]=[CH:33][CH:32]=[CH:31][C:26]=4[C:27]([O:29][CH3:30])=[O:28])[CH:17]=[CH:18][CH:19]=3)=[N:9]2)=[CH:4][CH:3]=1 |f:3.4|. Reported procedure: To a suspension of the ketone (10.0 g, 32.6 mmol) of Step 1 and the iodide (2.7 g, 47.7 mmol) of Step 2 in THF was added 1,3-dimethyl-3,4,5,6-tetrahydro-2(1H)-pyrimidinone (4 mL). The ketone was dissolved by heating and the resulting solution was cooled to -60° C. A solution of 0.35M lithium diisopropylamide (89.7 mL, 30.9 mmol) was then added dropwise. After the addition was completed, the dry ice bath was removed and the reaction was allowed to warm to +10° C. The reaction was quenched by the ... Starting materials: C(C)(=S)O (thioacetic acid), OC(C)(C)C1=CC(=CC(=C1)C(O[SiH](C)C)C(C)(C)C)C(O[SiH](C)C)C(C)(C)C (1-(1-hydroxy-1-methylethyl)-3,5-bis[(tert-butyl)dimethylsilanyloxymethyl]benzene). Reagents/catalysts: [I-].[Zn+2].[I-] (zinc iodide). The solvent is ClCCCl (1,2-dichloroethane). Conditions: temperature 50 celsius. Yields the product C(C)(=S)OC(C)(C)C1=CC(=CC(=C1)CO)C(O[SiH](C)C)C(C)(C)C (1-[3-[(tert-butyl)dimethylsilanyloxymethyl]-5-(hydroxymethyl)phenyl]-1-methylethyl thioacetate). Reaction SMILES: [C:1]([OH:4])(=[S:3])[CH3:2].O[C:6]([C:9]1[CH:14]=[C:13]([CH:15]([C:20]([CH3:23])([CH3:22])[CH3:21])[O:16][SiH:17]([CH3:19])[CH3:18])[CH:12]=[C:11]([CH:24](C(C)(C)C)[O:25][SiH](C)C)[CH:10]=1)([CH3:8])[CH3:7]>ClCCCl.[I-].[Zn+2].[I-]>[C:1]([O:4][C:6]([C:9]1[CH:10]=[C:11]([CH2:24][OH:25])[CH:12]=[C:13]([CH:15]([C:20]([CH3:22])([CH3:21])[CH3:23])[O:16][SiH:17]([CH3:19])[CH3:18])[CH:14]=1)([CH3:8])[CH3:7])(=[S:3])[CH3:2] |f:3.4.5|. Reported procedure: 404 μl of thioacetic acid and 376 mg of zinc iodide are added to 1 g of 1-(1-hydroxy-1-methylethyl)-3,5-bis[(tert-butyl)dimethylsilanyloxymethyl]benzene in solution in 4.7 ml of 1,2-dichloroethane. The mixture is heated at 50° C. for 40 min. After returning to AT, the salts are removed by filtration, the organic phase is concentrated under RP and the residue is purified by flash chromatography on silica (Biotage 40+M) using a gradient from 0 to 30% AcOEt in heptane. 248 mg of 1-[3-[(tert-butyl)d... The reactants are Clc1cc(Br)c2nccn2n1, C1CCOC1, Nc1c(F)cccc1F, [H-], [Na+], CN(C)C=O. Yields the product Fc1cccc(F)c1Nc1cc(Cl)nn2ccnc12. As a reaction SMILES: [Br:17][c:18]1[c:19]2[n:20]([n:21][c:22]([Cl:24])[cH:23]1)[cH:25][cH:26][n:27]2.[CH2:12]1[O:13][CH2:14][CH2:15][CH2:16]1.[F:3][c:4]1[c:5]([NH2:6])[c:7]([F:11])[cH:8][cH:9][cH:10]1.[H-:2].[Na+:1].[O:28]=[CH:29][N:30]([CH3:31])[CH3:32]>>[F:3][c:4]1[c:5]([NH:6][c:18]2[c:19]3[n:20]([n:21][c:22]([Cl:24])[cH:23]2)[cH:25][cH:26][n:27]3)[c:7]([F:11])[cH:8][cH:9][cH:10]1. The yield is 77.0%. Starting materials: [N+](=O)([O-])C=1C(=NC(=CC1)SC1=CC=CC=C1)CC(=O)OC(C)(C)C (t-butyl (3-nitro-6-phenylthio-2-pyridyl)acetate), C(C)(=O)O (acetic acid), ice water. Reported procedure: A solution of t-butyl (3-nitro-6-phenylthio-2-pyridyl)acetate (1.04 g, 3.0 mmol) in glacial acetic acid containing iron powder (600 mg, 10.7 mmol) was heated at reflux for 5 hours. After cooling to room temperature, the mixture was poured into ice/water and extracted with chloroform. The combined chloroform extracts were washed with brine, dried (MgSO4) and concentrated to leave 5-phenylthio-6-azaoxindole as a light yellow solid (560 mg, 77%); m.p. 186°-189° C. Reagents/catalysts: [Fe] (iron). As a reaction SMILES: [N+:1]([C:4]1[C:5](CC(OC(C)(C)C)=O)=[N:6][C:7]([S:10][C:11]2[CH:16]=[CH:15][CH:14]=[CH:13][CH:12]=2)=[CH:8][CH:9]=1)([O-])=O.[C:25](O)(=[O:27])[CH3:26]>[Fe]>[C:11]1([S:10][C:7]2[CH:8]=[C:9]3[C:4](=[CH:5][N:6]=2)[NH:1][C:25](=[O:27])[CH2:26]3)[CH:12]=[CH:13][CH:14]=[CH:15][CH:16]=1. Product: C1(=CC=CC=C1)SC=1C=C2CC(NC2=CN1)=O (5-phenylthio-6-azaoxindole). Reactants: C(C)(C)(C)OC(CCC1=C(C=C(C=C1)O)C(N)C(=O)OC(C)C)=O (3-[4-hydroxy-2-(isopropoxycarbonyl-amino-methyl)-phenyl]-propionic acid tert-butyl ester), C1(=CC=C(C=C1)C1=NN(C(=C1)C)CCO)C1=CC=CC=C1 (2-(3-biphenyl-4-yl-5-methyl-pyrazol-1-yl)-ethanol). Reaction SMILES: C([O:5][C:6](=[O:24])[CH2:7][CH2:8][C:9]1[CH:14]=[CH:13][C:12]([OH:15])=[CH:11][C:10]=1[CH:16]([C:18]([O:20][CH:21]([CH3:23])[CH3:22])=[O:19])[NH2:17])(C)(C)C.[C:25]1([C:40]2[CH:45]=[CH:44][CH:43]=[CH:42][CH:41]=2)[CH:30]=[CH:29][C:28]([C:31]2[CH:35]=[C:34]([CH3:36])[N:33]([CH2:37][CH2:38]O)[N:32]=2)=[CH:27][CH:26]=1>>[C:25]1([C:40]2[CH:41]=[CH:42][CH:43]=[CH:44][CH:45]=2)[CH:30]=[CH:29][C:28]([C:31]2[CH:35]=[C:34]([CH3:36])[N:33]([CH2:37][CH2:38][O:15][C:12]3[CH:13]=[CH:14][C:9]([CH2:8][CH2:7][C:6]([OH:5])=[O:24])=[C:10]([CH:16]([C:18]([O:20][CH:21]([CH3:22])[CH3:23])=[O:19])[NH2:17])[CH:11]=3)[N:32]=2)=[CH:27][CH:26]=1. Procedure details: The title compound was prepared from 3-[4-hydroxy-2-(isopropoxycarbonyl-amino-methyl)-phenyl]-propionic acid tert-butyl ester (Prep 16) and 2-(3-biphenyl-4-yl-5-methyl-pyrazol-1-yl)-ethanol (Prep 11) using Standard coupling procedure B followed by Standard hydrolysis procedure C. MS [ES] m/e 542 (M+1)+. Product: C1(=CC=C(C=C1)C1=NN(C(=C1)C)CCOC1=CC(=C(C=C1)CCC(=O)O)C(N)C(=O)OC(C)C)C1=CC=CC=C1 (3-[4-[2-(3-Biphenyl-4-yl-5-methyl-pyrazol-1-yl)-ethoxy]-2-(isopropoxycarbonyl-amino-methyl)-phenyl]-propionic acid). Reactants: CC1CN(Cc2ccccc2)CC(C)C1=O, CCOC(=O)Cl, c1ccccc1. Product: CCOC(=O)N1CC(C)C(=O)C(C)C1. As a reaction SMILES: [CH2:7]([c:8]1[cH:9][cH:10][cH:11][cH:12][cH:13]1)[N:14]1[CH2:15][CH:16]([CH3:22])[C:17](=[O:21])[CH:18]([CH3:20])[CH2:19]1.[Cl:1][C:2](=[O:3])[O:4][CH2:5][CH3:6].[cH:23]1[cH:24][cH:25][cH:26][cH:27][cH:28]1>>[C:2](=[O:3])([O:4][CH2:5][CH3:6])[N:14]1[CH2:15][CH:16]([CH3:22])[C:17](=[O:21])[CH:18]([CH3:20])[CH2:19]1.